The task is: describe an organic reaction: reactants, conditions, products, and yield. This data is from the Open Reaction Database (ORD), a public repository of structured organic reaction records. Reactants: O=C([O-])c1nnnn1Cc1ccccc1, COc1cc(C)cc(N)c1OCc1ccccc1, C(=NC1CCCCC1)=NC1CCCCC1, Cl, [K+], c1ccncc1. The product is COc1cc(C)cc(NC(=O)c2nnnn2Cc2ccccc2)c1OCc1ccccc1. RXN SMILES: [CH2:19]([c:20]1[cH:21][cH:22][cH:23][cH:24][cH:25]1)[n:26]1[n:27][n:28][n:29][c:30]1[C:31](=[O:32])[O-:33].[CH2:1]([c:2]1[cH:3][cH:4][cH:5][cH:6][cH:7]1)[O:8][c:9]1[c:10]([NH2:11])[cH:12][c:13]([CH3:18])[cH:14][c:15]1[O:16][CH3:17].[CH:35]1([N:36]=[C:37]=[N:38][CH:39]2[CH2:40][CH2:41][CH2:42][CH2:43][CH2:44]2)[CH2:45][CH2:46][CH2:47][CH2:48][CH2:49]1.[ClH:50].[K+:34].[cH:51]1[cH:52][cH:53][n:54][cH:55][cH:56]1>>[CH2:1]([c:2]1[cH:3][cH:4][cH:5][cH:6][cH:7]1)[O:8][c:9]1[c:10]([NH:11][C:31]([c:30]2[n:26]([CH2:19][c:20]3[cH:21][cH:22][cH:23][cH:24][cH:25]3)[n:27][n:28][n:29]2)=[O:32])[cH:12][c:13]([CH3:18])[cH:14][c:15]1[O:16][CH3:17].